From a dataset of the Open Reaction Database (ORD), a public repository of structured organic reaction records. describe an organic reaction: reactants, conditions, products, and yield Reactants: ClC1=C(C(=NC2=CC=CC(=C12)F)C1=NC=CC=C1)C (4-chloro-5-fluoro-3-methyl-2-(pyridin-2-yl)quinoline), NC=1C(=NC=C(C1)N1CCOCC1)C#N (3-amino-5-morpholinopicolinonitrile), solution, Cl (HCl), O1CCOCC1 (dioxane). Solvent: CN1CCCC1=O (NMP). The product is FC1=C2C(=C(C(=NC2=CC=C1)C1=NC=CC=C1)C)NC=1C(=NC=C(C1)N1CCOCC1)C#N (3-((5-Fluoro-3-methyl-2-(2-pyridinyl)-4-quinolinyl)amino)-5-(4-morpholinyl)-2-pyridinecarbonitrile). Reaction SMILES: Cl[C:2]1[C:11]2[C:6](=[CH:7][CH:8]=[CH:9][C:10]=2[F:12])[N:5]=[C:4]([C:13]2[CH:18]=[CH:17][CH:16]=[CH:15][N:14]=2)[C:3]=1[CH3:19].[NH2:20][C:21]1[C:22]([C:33]#[N:34])=[N:23][CH:24]=[C:25]([N:27]2[CH2:32][CH2:31][O:30][CH2:29][CH2:28]2)[CH:26]=1.Cl.O1CCOCC1>CN1C(=O)CCC1>[F:12][C:10]1[CH:9]=[CH:8][CH:7]=[C:6]2[C:11]=1[C:2]([NH:20][C:21]1[C:22]([C:33]#[N:34])=[N:23][CH:24]=[C:25]([N:27]3[CH2:28][CH2:29][O:30][CH2:31][CH2:32]3)[CH:26]=1)=[C:3]([CH3:19])[C:4]([C:13]1[CH:18]=[CH:17][CH:16]=[CH:15][N:14]=1)=[N:5]2. Procedure: Prepared according to general Procedure K using 4-chloro-5-fluoro-3-methyl-2-(pyridin-2-yl)quinoline (93 mg, 0.34 mmol), 3-amino-5-morpholinopicolinonitrile (70 mg, 0.34 mmol) and a 4.0M solution of HCl in dioxane (0.08 mL, 0.34 mmol) in NMP (1.0 mL) and heating in the microwave for 2 h at 150° C. After purification 3-((5-fluoro-3-methyl-2-(2-pyridinyl)-4-quinolinyl)amino)-5-(4-morpholinyl)-2-pyridinecarbonitrile was obtained. 1H NMR (400 MHz, chloroform-d) δ ppm 8.68 (1H, dt, J=3.1, 1.6 Hz), 8....